From a dataset of the Open Reaction Database (ORD), a public repository of structured organic reaction records. describe an organic reaction: reactants, conditions, products, and yield Reported procedure: 3-Bromo-5-trifluoromethyl-phenylamine (4.0 mL, 28.3 mmoles) was dissolved into concentrated HCl (70 mL). This solution was chilled to 0° C. and to it was slowly added a solution of sodium nitrite (2.5 g, 36.2 mmoles) in 50 mL of water. After completion of the addition enough ethanol (90%) was added (25 mL) to affect nearly complete dissolution of the resultant mixture. The mixture was stirred at 0° C. for an additional 20 minutes. After this period the heterogeneous mixture was quickly transferr... The product is C(C)OC(SC1=CC(=CC(=C1)C(F)(F)F)Br)=S (dithiocarbonic acid S-(3-bromo-5-trifluoromethyl-phenyl) ester O-ethyl ester). The reactants are BrC=1C=C(C=C(C1)C(F)(F)F)N (3-Bromo-5-trifluoromethyl-phenylamine), Cl (HCl), diazonium, C(C)OC(=S)S (O-ethylxanthic acid), [K] (potassium), resultant mixture, N(=O)[O-].[Na+] (sodium nitrite). Reaction conditions: temperature 0 celsius, time 20 minute. Run in C(C)O (ethanol), O (water), O (water). Yield: 51.0%. RXN SMILES: [Br:1][C:2]1[CH:3]=[C:4](N)[CH:5]=[C:6]([C:8]([F:11])([F:10])[F:9])[CH:7]=1.Cl.N([O-])=O.[Na+].[CH2:18]([O:20][C:21]([SH:23])=[S:22])[CH3:19].[K]>O.C(O)C>[CH2:18]([O:20][C:21](=[S:22])[S:23][C:4]1[CH:5]=[C:6]([C:8]([F:11])([F:10])[F:9])[CH:7]=[C:2]([Br:1])[CH:3]=1)[CH3:19] |f:2.3,^1:23|. Reactants: CC(C)CNn1c(=O)c(C2=NS(=O)(=O)c3cc(OCc4ccccc4)ccc3N2)c(O)c2ccccc21, O=C[O-], [NH4+], [OH-], [OH-], [Pd+2]. Yields the product CC(C)CNn1c(=O)c(C2=NS(=O)(=O)c3cc(O)ccc3N2)c(O)c2ccccc21. As a reaction SMILES: [CH2:1]([c:2]1[cH:3][cH:4][cH:5][cH:6][cH:7]1)[O:8][c:9]1[cH:10][c:11]2[c:12]([cH:36][cH:37]1)[NH:13][C:14]([c:19]1[c:20](=[O:35])[n:21]([NH:30][CH2:31][CH:32]([CH3:33])[CH3:34])[c:22]3[cH:23][cH:24][cH:25][cH:26][c:27]3[c:28]1[OH:29])=[N:15][S:16]2(=[O:17])=[O:18].[CH:38]([O-:39])=[O:40].[NH4+:41].[OH-:42].[OH-:44].[Pd+2:43]>>[OH:8][c:9]1[cH:10][c:11]2[c:12]([cH:36][cH:37]1)[NH:13][C:14]([c:19]1[c:20](=[O:35])[n:21]([NH:30][CH2:31][CH:32]([CH3:33])[CH3:34])[c:22]3[cH:23][cH:24][cH:25][cH:26][c:27]3[c:28]1[OH:29])=[N:15][S:16]2(=[O:17])=[O:18]. Starting materials: ClCCCC(C=C)=O (6-chlorohex-1-en-3-one), [Br-].[K+] (potassium bromide), BrBr (bromine). Run in C(C)(C)O (isopropanol). Run at time 1 hour. The product is BrCC(C(CCCCl)=O)Br (1,2-dibromo-6-chlorohexan-3-one). As a reaction SMILES: [Cl:1][CH2:2][CH2:3][CH2:4][C:5](=[O:8])[CH:6]=[CH2:7].[Br-:9].[K+].[Br:11]Br>C(O)(C)C>[Br:9][CH2:7][CH:6]([Br:11])[C:5](=[O:8])[CH2:4][CH2:3][CH2:2][Cl:1] |f:1.2|. Procedure: To a solution of 6-chlorohex-1-en-3-one (from step 3) in isopropanol (80% solution in water, 30 mL) at 0° C. were added potassium bromide (4.8 g, 40 mmol) and bromine (2.0 mL, 39 mmol). After 1 hour, the reaction mixture was quenched with water (15 mL) and extracted with ethyl acetate (3×30 mL). The organic layers were combined, dried over magnesium sulfate, filtered, and concentrated under reduced pressure to afford 1,2-dibromo-6-chlorohexan-3-one, which was used without further purification. The reactants are FC1=CC=C(C=C1)O (4-fluorophenol), C(CC#C)O (3-butyn-1-ol), C1(=CC=CC=C1)P(C1=CC=CC=C1)C1=CC=CC=C1 (triphenylphosphine), N(=NC(=O)OCC)C(=O)OCC (diethyl azodicarboxylate). Run in O1CCCC1 (tetrahydrofuran). The product is FC1=CC=C(C=C1)OCCC#C (4-(4-Fluorophenyloxy)but-1-yne). Reaction SMILES: [F:1][C:2]1[CH:7]=[CH:6][C:5]([OH:8])=[CH:4][CH:3]=1.[CH2:9](O)[CH2:10][C:11]#[CH:12].C1(P(C2C=CC=CC=2)C2C=CC=CC=2)C=CC=CC=1.N(C(OCC)=O)=NC(OCC)=O>O1CCCC1>[F:1][C:2]1[CH:7]=[CH:6][C:5]([O:8][CH2:12][CH2:11][C:10]#[CH:9])=[CH:4][CH:3]=1. Reported procedure: To a solution of 4-fluorophenol (5.00 g, 44.6 mmol), 3-butyn-1-ol (3.38 ml, 44.6 mmol) and triphenylphosphine (17.5 g, 66.9 mmol) in tetrahydrofuran (100 ml) was added diethyl azodicarboxylate (11.7 g, 66.9 mmol) with stirring under ice-cooling, and then the resulting mixture was stirred at room temperature for 18 hours. After stirring, the reaction mixture was evaporated in vacuo, and to the residue were added hexane (200 ml) and ethyl acetate (20 ml). The precipitate separated out was filtered... The reactants are O1CCOC12CCC(CC2)C(CC)NC(OC)=O (methyl N-(1-1,4-dioxaspiro[4.5]decan-8-ylpropyl)carbamate), Cl (HCl). Run in CC#N (CH3CN). Yields the product O=C1CCC(CC1)C(CC)NC(OC)=O (methyl 1-(4-oxocyclohexyl)propylcarbamate). As a reaction SMILES: O1[C:5]2([CH2:10][CH2:9][CH:8]([CH:11]([NH:14][C:15](=[O:18])[O:16][CH3:17])[CH2:12][CH3:13])[CH2:7][CH2:6]2)[O:4]CC1.Cl>CC#N>[O:4]=[C:5]1[CH2:10][CH2:9][CH:8]([CH:11]([NH:14][C:15](=[O:18])[O:16][CH3:17])[CH2:12][CH3:13])[CH2:7][CH2:6]1. Procedure: A solution of methyl N-(1-1,4-dioxaspiro[4.5]decan-8-ylpropyl)carbamate (as prepared in the previous step, 39 mg, 0.15 mmol, 1.00 equiv) in CH3CN (5 mL) and HCl (2M, 1 mL) was stirred for 2 h at room temperature. The resulting mixture was concentrated under vacuum. The residue was diluted with 10 mL of aq. sodium bicarbonate (1M). The resulting solution was extracted with 2×20 mL of dichloromethane. The organic layers were combined, dried over anhydrous sodium sulfate and concentrated under vacu... RXN SMILES: N1C(Cl)=NC(Cl)=N[C:2]=1Cl.[Na].[NH2:11][C:12]1[CH:17]=[C:16](N)[CH:15]=[CH:14][C:13]=1[S:19]([OH:22])(=[O:21])=[O:20]>>[NH2:11][C:12]1[CH:17]=[CH:16][C:15]([CH3:2])=[CH:14][C:13]=1[S:19]([OH:22])(=[O:21])=[O:20] |^1:9|. The reactants are 8-amino-naphthol-3,6, N1=C(Cl)N=C(Cl)N=C1Cl (cyanuric chloride), 21, [Na] (sodium), NC1=C(C=CC(=C1)N)S(=O)(=O)O (2,4-diaminobenzenesulphonic acid), diazo. Procedure: 31.4 Parts of 8-amino-naphthol-3,6-disulphonic acid are condensed with cyanuric chloride at 0° C. and pH 1 to 2. To the suspension of the primary condensation product is added an aqueous solution of 21 parts of the sodium salt of 2,4-diaminobenzenesulphonic acid and condensation is effected at a pH of 4 to 5. When the condensation is complete, the secondary condensation product is coupled at pH 6 to 6.5 with the diazo compound obtained from 18.7 parts of 2-amino-5-methylbenzenesulphonic acid. Th... The product is NC1=C(C=C(C=C1)C)S(=O)(=O)O (2-amino-5-methylbenzenesulphonic acid). Starting materials: C([O-])([O-])=O.[Na+].[Na+] (sodium carbonate), COC=1C=C(C=CC1OCOC)C=CB(O)O (2-(3-methoxy-4-methoxymethoxy-phenyl)-vinyl-boronic acid), BrC1=CC=C(C=C1)N1N=C(CC1=O)C (2-(4-Bromo-phenyl)-5-methyl-2,4-dihydro-pyrazol-3-one). Reagents/catalysts: C=1C=CC(=CC1)[P](C=2C=CC=CC2)(C=3C=CC=CC3)[Pd]([P](C=4C=CC=CC4)(C=5C=CC=CC5)C=6C=CC=CC6)([P](C=7C=CC=CC7)(C=8C=CC=CC8)C=9C=CC=CC9)[P](C=1C=CC=CC1)(C=1C=CC=CC1)C=1C=CC=CC1 (Pd(PPh3)4). The solvent is COCCOC (DME), COCCOC (DME). Reaction conditions: time 10 minute. Yields the product COC=1C=C(C=CC1OCOC)C=CC1=CC=C(C=C1)N1N=C(CC1=O)C (2-{4-[2-(3-methoxy-4-methoxymethoxy-phenyl)-vinyl]-phenyl}-5-methyl-2,4-dihydro-pyrazol-3-one). Isolated yield 101.1%. RXN SMILES: Br[C:2]1[CH:7]=[CH:6][C:5]([N:8]2[C:12](=[O:13])[CH2:11][C:10]([CH3:14])=[N:9]2)=[CH:4][CH:3]=1.[CH3:15][O:16][C:17]1[CH:18]=[C:19]([CH:27]=[CH:28]B(O)O)[CH:20]=[CH:21][C:22]=1[O:23][CH2:24][O:25][CH3:26].C(=O)([O-])[O-].[Na+].[Na+]>COCCOC.C1C=CC([P]([Pd]([P](C2C=CC=CC=2)(C2C=CC=CC=2)C2C=CC=CC=2)([P](C2C=CC=CC=2)(C2C=CC=CC=2)C2C=CC=CC=2)[P](C2C=CC=CC=2)(C2C=CC=CC=2)C2C=CC=CC=2)(C2C=CC=CC=2)C2C=CC=CC=2)=CC=1>[CH3:15][O:16][C:17]1[CH:18]=[C:19]([CH:27]=[CH:28][C:2]2[CH:7]=[CH:6][C:5]([N:8]3[C:12](=[O:13])[CH2:11][C:10]([CH3:14])=[N:9]3)=[CH:4][CH:3]=2)[CH:20]=[CH:21][C:22]=1[O:23][CH2:24][O:25][CH3:26] |f:2.3.4,^1:47,49,68,87|. Procedure: 2-(4-Bromo-phenyl)-5-methyl-2,4-dihydro-pyrazol-3-one (105 mg) was dissolved in DME (ethylene glycol dimethyl ether, 2 mL), then Pd(PPh3)4 (15 mg, 3% mol) was added. The air was exchanged with argon and the mixture was stirred for 10 min. A solution of 2-(3-methoxy-4-methoxymethoxy-phenyl)-vinyl-boronic acid (90 mg) in DME (1 mL) was added followed by sodium carbonate solution (2M, 0.75 mL). The mixture was stirred for 1 hour at 110° C. After partitioning with ethyl acetate and water and purific...